Task: describe an organic reaction: reactants, conditions, products, and yield. Dataset: the Open Reaction Database (ORD), a public repository of structured organic reaction records Reactants: C1CCOC1, CONC(=O)c1ccc(N2CC(CN=[N+]=[N-])OC2=O)cc1F, O, c1ccc(P(c2ccccc2)c2ccccc2)cc1. Product: CONC(=O)c1ccc(N2CC(CN)OC2=O)cc1F. RXN SMILES: [CH2:43]1[O:44][CH2:45][CH2:46][CH2:47]1.[N:20](=[N+:21]=[N-:22])[CH2:23][CH:24]1[CH2:25][N:26]([c:30]2[cH:31][c:32]([F:41])[c:33]([C:36](=[O:37])[NH:38][O:39][CH3:40])[cH:34][cH:35]2)[C:27](=[O:29])[O:28]1.[OH2:42].[c:1]1([P:2]([c:3]2[cH:4][cH:5][cH:6][cH:7][cH:8]2)[c:9]2[cH:10][cH:11][cH:12][cH:13][cH:14]2)[cH:15][cH:16][cH:17][cH:18][cH:19]1>>[NH2:20][CH2:23][CH:24]1[CH2:25][N:26]([c:30]2[cH:31][c:32]([F:41])[c:33]([C:36](=[O:37])[NH:38][O:39][CH3:40])[cH:34][cH:35]2)[C:27](=[O:29])[O:28]1. Yields the product ClC1=C2C(=NC(=C1)C)C(N=N2)=[N+]=[N-] (7-Chloro-3-diazo-5-methyl-pyrazolo[4,3-b]pyridine). Isolated yield 67.5%. Solvent: O (water), S(O)(O)(=O)=O (sulphuric acid), O (water). Reported procedure: A solution of 3-amino-7-chloro-5-methyl-1H-pyrazolo[4,3-b]pyridine (D7) (0.5 g) in water (13.5 ml) and concentrated sulphuric acid (2 ml) was treated at 0° with a solution of sodium nitrite (0.406 g) in water (2 ml) added dropwise with stirring. On completion of the addition the mixture was stirred at 0° for 20 min before bringing to pH 8 with saturated sodium carbonate. The resulting solid was collected and dried (0.18 g). The filtrate was extracted with chloroform (3×50 ml), the combined extra... The reactants are C([O-])([O-])=O.[Na+].[Na+] (sodium carbonate), NC1=NNC=2C1=NC(=CC2Cl)C (3-amino-7-chloro-5-methyl-1H-pyrazolo[4,3-b]pyridine), N(=O)[O-].[Na+] (sodium nitrite). Reaction SMILES: [NH2:1][C:2]1[C:6]2=[N:7][C:8]([CH3:12])=[CH:9][C:10]([Cl:11])=[C:5]2[NH:4][N:3]=1.[N:13]([O-])=O.[Na+].C(=O)([O-])[O-].[Na+].[Na+]>O.S(=O)(=O)(O)O>[Cl:11][C:10]1[CH:9]=[C:8]([CH3:12])[N:7]=[C:6]2[C:2](=[N+:1]=[N-:13])[N:3]=[N:4][C:5]=12 |f:1.2,3.4.5|. The reactants are C(C)(C)(C)OC(=O)NCCC1CN(C1)C(C1=CC=CC=C1)C1=CC=CC=C1 (3-(N-tert-butyloxycarbonylaminoethyl)-1-benzhydryl azetidine), C(C)(C)(C)OC(=O)NCC1CNC1 (3-(N-tert-butyloxycarbonylaminomethyl) azetidine). Yields the product C(C)(C)(C)OC(=O)NCCC1CNC1 (3-(N-tert-butyloxycarbonylaminoethyl) azetidine). RXN SMILES: [C:1]([O:5][C:6]([NH:8][CH2:9][CH2:10][CH:11]1[CH2:14][N:13](C(C2C=CC=CC=2)C2C=CC=CC=2)[CH2:12]1)=[O:7])([CH3:4])([CH3:3])[CH3:2].C(OC(NCC1CNC1)=O)(C)(C)C>>[C:1]([O:5][C:6]([NH:8][CH2:9][CH2:10][CH:11]1[CH2:12][NH:13][CH2:14]1)=[O:7])([CH3:4])([CH3:2])[CH3:3]. Procedure: The title compound was prepared from 3-(N-tert-butyloxycarbonylaminoethyl)-1-benzhydryl azetidine according the procedure for 3-(N-tert-butyloxycarbonylaminomethyl) azetidine, in a yield of 1.2 g (70%). Reactants: S(O)(O)(=O)=O (sulfuric acid), O.C1(=CC=C(C=C1)S(=O)(=O)O)C (p-toluenesulfonic acid monohydrate), C1(=CC=CC=C1)CC(C(=O)OCCCC)=O (butyl phenylpyruvate), S(O)(O)(=O)=O (sulfuric acid). The solvent is CC=1C=CC=CC1C (o-xylene). The product is C1(=CC=CC=C1)CC(C(=O)OC)=O (methyl phenylpyruvate). As a reaction SMILES: S(=O)(=O)(O)O.O.C1(C)C=CC(S(O)(=O)=O)=CC=1.[C:18]1([CH2:24][C:25](=[O:33])[C:26]([O:28][CH2:29]CCC)=[O:27])[CH:23]=[CH:22][CH:21]=[CH:20][CH:19]=1>CC1C=CC=CC=1C>[C:18]1([CH2:24][C:25](=[O:33])[C:26]([O:28][CH3:29])=[O:27])[CH:23]=[CH:22][CH:21]=[CH:20][CH:19]=1 |f:1.2|. Procedure: Following the procedure of step (iii) of Example 1 but charging 1 g of sulfuric acid into the three-necked flask in lieu of p-toluenesulfonic acid monohydrate, and the whole o-xylene solution containing 95 g (0.43 mole) of butyl phenylpyruvate and sulfuric acid as obtained in step (ii) of Example 8 into the dropping funnel in place of methyl phenylpyruvate, the reaction was carried out in the same manner as in step (iii) of Example 1. The total reaction time was prolonged to 6 hours. The convers... Starting materials: C1CCOC1, CCOC(=O)N1CC2C=CCC(C2)C1, [Na+], [OH-], O, OO. Yields the product CCOC(=O)N1CC2CCC(O)C(C2)C1. Reaction SMILES: [CH2:19]1[O:20][CH2:21][CH2:22][CH2:23]1.[CH:1]12[CH2:2][N:3]([C:10](=[O:11])[O:12][CH2:13][CH3:14])[CH2:4][CH:5]([CH:6]=[CH:7][CH2:8]1)[CH2:9]2.[Na+:16].[OH-:15].[OH2:24].[OH:17][OH:18]>>[CH:1]12[CH2:2][N:3]([C:10](=[O:11])[O:12][CH2:13][CH3:14])[CH2:4][CH:5]([CH:6]([OH:15])[CH2:7][CH2:8]1)[CH2:9]2. Reactants: O=C([O-])[O-], CN(C)C=O, Cl, OB(O)c1ccccc1F, COc1cc(I)c(Cl)cc1C(=O)O, [K+], [K+], [Pd], c1ccc(P(c2ccccc2)c2ccccc2)cc1, c1ccc(P(c2ccccc2)c2ccccc2)cc1, c1ccc(P(c2ccccc2)c2ccccc2)cc1, c1ccc(P(c2ccccc2)c2ccccc2)cc1. Product: COc1cc(-c2ccccc2F)c(Cl)cc1C(=O)O. Reaction SMILES: [C:24](=[O:25])([O-:26])[O-:27].[CH3:31][N:32]([CH3:33])[CH:34]=[O:35].[ClH:30].[F:14][c:15]1[c:16]([B:21]([OH:22])[OH:23])[cH:17][cH:18][cH:19][cH:20]1.[I:1][c:2]1[cH:3][c:4]([O:12][CH3:13])[c:5]([C:6](=[O:7])[OH:8])[cH:9][c:10]1[Cl:11].[K+:28].[K+:29].[Pd:36].[c:37]1([P:38]([c:39]2[cH:40][cH:41][cH:42][cH:43][cH:44]2)[c:45]2[cH:46][cH:47][cH:48][cH:49][cH:50]2)[cH:51][cH:52][cH:53][cH:54][cH:55]1.[c:56]1([P:57]([c:58]2[cH:59][cH:60][cH:61][cH:62][cH:63]2)[c:64]2[cH:65][cH:66][cH:67][cH:68][cH:69]2)[cH:70][cH:71][cH:72][cH:73][cH:74]1.[c:75]1([P:76]([c:77]2[cH:78][cH:79][cH:80][cH:81][cH:82]2)[c:83]2[cH:84][cH:85][cH:86][cH:87][cH:88]2)[cH:89][cH:90][cH:91][cH:92][cH:93]1.[c:94]1([P:95]([c:96]2[cH:97][cH:98][cH:99][cH:100][cH:101]2)[c:102]2[cH:103][cH:104][cH:105][cH:106][cH:107]2)[cH:108][cH:109][cH:110][cH:111][cH:112]1>>[c:2]1(-[c:16]2[c:15]([F:14])[cH:20][cH:19][cH:18][cH:17]2)[cH:3][c:4]([O:12][CH3:13])[c:5]([C:6](=[O:7])[OH:8])[cH:9][c:10]1[Cl:11]. Run at temperature 100 celsius, time 5 hour. Product: C(C)(C)(C)OC(=O)N[C@@H](C)C=1C=C(C=CC1)C(C(=O)OC)(C)C (methyl 2-(3-{(1S)-1-[(tert-butoxycarbonyl)amino]ethyl}phenyl)-2-methylpropanoate). Starting materials: C(C)(C)(C)OC(N[C@@H](C)C1=CC(=CC=C1)Br)=O (tert-butyl[(1S)-1-(3-bromophenyl)ethyl]carbamate), COC(=C(C)C)O[Si](C)(C)C ([(1-methoxy-2-methylpropa-1-en-1-yl)oxy](trimethyl)silane), CN(C)C=O (DMF), O (water), COC(=C(C)C)O[Si](C)(C)C ([(1-methoxy-2-methylpropa-1-en-1-yl)oxy](trimethyl)silane). Procedure: A mixture of 1 g of tert-butyl[(1S)-1-(3-bromophenyl)ethyl]carbamate, 18 mg of bis(tri-tert-butylphosphine)palladium (0), 180 mg of zinc fluoride, 1 ml of [(1-methoxy-2-methylpropa-1-en-1-yl)oxy](trimethyl)silane, and 10 ml of DMF was stirred at 80° C. overnight and at 100° C. for 5 hours. 25 mg of bis(tri-tert-butylphosphine)palladium (0) and 0.34 ml of [(1-methoxy-2-methylpropa-1-en-1-yl)oxy](trimethyl)silane were added thereto, followed by stirring at 80° C. for 3 days. To the reaction mixtur... Solvent: C(C)(=O)OCC (ethyl acetate). The reagents and catalysts are CC(C)([P](C(C)(C)C)([Pd][P](C(C)(C)C)(C(C)(C)C)C(C)(C)C)C(C)(C)C)C (bis(tri-tert-butylphosphine)palladium), [F-].[Zn+2].[F-] (zinc fluoride), CC(C)([P](C(C)(C)C)([Pd][P](C(C)(C)C)(C(C)(C)C)C(C)(C)C)C(C)(C)C)C (bis(tri-tert-butylphosphine)palladium). RXN SMILES: [C:1]([O:5][C:6](=[O:17])[NH:7][C@H:8]([C:10]1[CH:15]=[CH:14][CH:13]=[C:12](Br)[CH:11]=1)[CH3:9])([CH3:4])([CH3:3])[CH3:2].[CH3:18][O:19][C:20]([O:24][Si](C)(C)C)=[C:21]([CH3:23])[CH3:22].CN(C=O)C.O>CC(C)([P](C(C)(C)C)([Pd][P](C(C)(C)C)(C(C)(C)C)C(C)(C)C)C(C)(C)C)C.[F-].[Zn+2].[F-].C(OCC)(=O)C>[C:1]([O:5][C:6]([NH:7][C@H:8]([C:10]1[CH:11]=[C:12]([C:21]([CH3:23])([CH3:22])[C:20]([O:19][CH3:18])=[O:24])[CH:13]=[CH:14][CH:15]=1)[CH3:9])=[O:17])([CH3:4])([CH3:3])[CH3:2] |f:5.6.7,^1:37,43|. The reactants are C(C1=CC=CC=C1)(C1=CC=CC=C1)=NO (benzophenone oxime), CN(C1=CC=CC=C1)C (dimethylaniline), ClC(=O)OC(Cl)(Cl)Cl (trichloromethyl chloroformate), resultant mixture, ClC(=O)ON=C(C1=CC=CC=C1)C1=CC=CC=C1 (benzophenone O-chlorocarbonyloxime). Solvent: C1=CC=CC=C1 (benzene), O1CCOCC1 (dioxane), C1=CC=CC=C1 (benzene), C1=CC=CC=C1 (benzene), N1=CC=CC=C1 (pyridine), C(C)(C)(C)O (tert-butyl alcohol). Reaction conditions: time 2 hour. The product is C(C)(C)(C)OC(=O)ON=C(C1=CC=CC=C1)C1=CC=CC=C1 (benzophenone O-tert-butoxycarbonyloxime). RXN SMILES: [C:1](=[N:14][OH:15])([C:8]1[CH:13]=[CH:12][CH:11]=[CH:10][CH:9]=1)[C:2]1[CH:7]=[CH:6][CH:5]=[CH:4][CH:3]=1.CN(C)C1C=CC=CC=1.Cl[C:26]([O:28]C(Cl)(Cl)Cl)=[O:27].ClC(ON=[C:38]([C:45]1[CH:50]=CC=C[CH:46]=1)C1C=CC=CC=1)=O>C1C=CC=CC=1.O1CCOCC1.N1C=CC=CC=1.C(O)(C)(C)C>[C:45]([O:28][C:26]([O:15][N:14]=[C:1]([C:8]1[CH:9]=[CH:10][CH:11]=[CH:12][CH:13]=1)[C:2]1[CH:7]=[CH:6][CH:5]=[CH:4][CH:3]=1)=[O:27])([CH3:38])([CH3:46])[CH3:50]. Procedure: A solution of benzophenone oxime (9.85 g.) and dimethylaniline (6.6 g.) in a mixture of benzene (50 ml.) and dioxane (10 ml.) was dropwise added to a solution of trichloromethyl chloroformate (phosgene dimer) (5.5 g.) in benzene (15 ml.) under ice-cooling, and the mixture was stirred for 1 hour at the same temperature, for 2 hours at room temperature and allowed to stand overnight. To the resultant mixture containing benzophenone O-chlorocarbonyloxime was dropwise added a solution of tert-butyl ...